This data is from the Open Reaction Database (ORD), a public repository of structured organic reaction records. The task is: describe an organic reaction: reactants, conditions, products, and yield The reactants are B, C1CCOC1, CO, CSC, O=C(O)Cc1ccc(F)c(F)c1. Product: OCCc1ccc(F)c(F)c1. Reaction SMILES: [BH3:4].[CH2:19]1[O:20][CH2:21][CH2:22][CH2:23]1.[CH3:17][OH:18].[CH3:1][S:2][CH3:3].[F:5][c:6]1[cH:7][c:8]([CH2:13][C:14](=[O:15])[OH:16])[cH:9][cH:10][c:11]1[F:12]>>[F:5][c:6]1[cH:7][c:8]([CH2:13][CH2:14][OH:15])[cH:9][cH:10][c:11]1[F:12]. Procedure: 1.89 g of phenyltrimethylammonium tribromide was added to a mixture comprising 1.40 g of 2,2,3,3-tetrafluoro-1,4-benzodioxan-6-yl isopropyl ketone and 19.7 ml of tetrahydrofuran, followed by a reaction for two hours at room temperature. The reaction mixture was filtered, and the filtrate was concentrated under reduced pressure to obtain 1.78 g of oily α-bromoisopropyl 2,2,3,3-tetrafluoro-1,4-benzodioxan-6-yl ketone. Yield: 171.0%. RXN SMILES: [Br-:1].[Br-].[Br-].C1([N+](C)(C)C)C=CC=CC=1.C1([N+](C)(C)C)C=CC=CC=1.C1([N+](C)(C)C)C=CC=CC=1.[CH:34]([C:37]([C:39]1[CH:52]=[CH:51][C:42]2[O:43][C:44]([F:50])([F:49])[C:45]([F:48])([F:47])[O:46][C:41]=2[CH:40]=1)=[O:38])([CH3:36])[CH3:35]>O1CCCC1>[F:50][C:44]1([F:49])[O:43][C:42]2[CH:51]=[CH:52][C:39]([C:37]([C:34]([Br:1])([CH3:36])[CH3:35])=[O:38])=[CH:40][C:41]=2[O:46][C:45]1([F:48])[F:47] |f:0.1.2.3.4.5|. Solvent: O1CCCC1 (tetrahydrofuran). The product is FC1(C(OC2=C(O1)C=CC(=C2)C(=O)C(C)(C)Br)(F)F)F (α-bromoisopropyl 2,2,3,3-tetrafluoro-1,4-benzodioxan-6-yl ketone). The reactants are [Br-].[Br-].[Br-].C1(=CC=CC=C1)[N+](C)(C)C.C1(=CC=CC=C1)[N+](C)(C)C.C1(=CC=CC=C1)[N+](C)(C)C (phenyltrimethylammonium tribromide), C(C)(C)C(=O)C1=CC2=C(OC(C(O2)(F)F)(F)F)C=C1 (2,2,3,3-tetrafluoro-1,4-benzodioxan-6-yl isopropyl ketone). Starting materials: O (water), C(C)OC=1C(=C(C=O)C(=CC1)[N+](=O)[O-])O (3-ethoxy-2-hydroxy-6-nitrobenzaldehyde), C(C1=CC=CC=C1)Cl (benzyl chloride), C([O-])([O-])=O.[K+].[K+] (potassium carbonate), CN(C=O)C (dimethylformamide). Yields the product C(C1=CC=CC=C1)OC1(C(C=O)C=CC=C1OCC)[N+](=O)[O-] (2-benzyloxy-3-ethoxy-2-nitrobenzaldehyde). Isolated yield 86.0%. RXN SMILES: C(O[C:4]1[C:5](O)=[C:6]([C:9]([N+:12]([O-:14])=[O:13])=[CH:10][CH:11]=1)[CH:7]=[O:8])C.[CH2:16](Cl)[C:17]1[CH:22]=[CH:21][CH:20]=[CH:19][CH:18]=1.[C:24](=[O:27])([O-])[O-].[K+].[K+].[OH2:30].[CH3:31]N(C)C=O>>[CH2:16]([O:30][C:9]1([N+:12]([O-:14])=[O:13])[C:10]([O:27][CH2:24][CH3:31])=[CH:11][CH:4]=[CH:5][CH:6]1[CH:7]=[O:8])[C:17]1[CH:22]=[CH:21][CH:20]=[CH:19][CH:18]=1 |f:2.3.4|. Procedure details: A mixture of 3-ethoxy-2-hydroxy-6-nitrobenzaldehyde (58 g, 0.275 mole), benzyl chloride (34.8 cm3, 0.302 mole) and potassium carbonate (41.6 g, 0.302 mole) in 300 cm3 of dimethylformamide is heated for 3 hours under reflux with stirring. The reaction mixture is poured into 1 liter of iced water and the precipitate is filtered off. It is washed with water and dried. A light beige powder of 2-benzyloxy-3-ethoxy-2-nitrobenzaldehyde (72 g, yield=86%, m.p.=110°-111° C.) is obtained. The reactants are ice sodium chloride, CO (methanol), S(=O)(Cl)Cl (thionyl chloride), N1[C@H](C(=O)O)CCC1 (proline). Run at temperature 40 celsius, time 3 day. Yields the product Cl.N1C(CCC1)C(=O)OC (Methyl pyrrolidine-2-carboxylate hydrochloride). As a reaction SMILES: S(Cl)([Cl:3])=O.[NH:5]1[CH2:12][CH2:11][CH2:10][C@H:6]1[C:7]([OH:9])=[O:8].[CH3:13]O>>[ClH:3].[NH:5]1[CH2:12][CH2:11][CH2:10][CH:6]1[C:7]([O:9][CH3:13])=[O:8] |f:3.4|. Reported procedure: 600 ml of technical-grade methanol are introduced into a multinecked flask equipped with dropping funnel and internal thermometer, with ice/sodium chloride cooling. 2.4 mol of thionyl chloride are added dropwise in such a way that the temperature of the reaction solution does not exceed -5° C. Then, 2.18 mol of proline are added in portions in the course of approximately 10 minutes. The mixture is stirred for approximately 4 hours at 40° C. and subsequently for three days at room temperature, an...